Dataset: the Open Reaction Database (ORD), a public repository of structured organic reaction records. Task: describe an organic reaction: reactants, conditions, products, and yield Starting materials: ClC1=C(C(=O)O)C(=CC=C1)Cl (2,6-dichlorobenzoic acid), C1(CC1)CC(CN)C=1C=NC(=NC1)C (3-cyclopropyl-2-(2-methylpyrimidin-5-yl)propan-1-amine). Product: ClC1=C(C(=O)NCC(CC2CC2)C=2C=NC(=NC2)C)C(=CC=C1)Cl (2,6-dichloro-N-(3-cyclopropyl-2-(2-methylpyrimidin-5-yl)propyl)benzamide). As a reaction SMILES: [Cl:1][C:2]1[CH:10]=[CH:9][CH:8]=[C:7]([Cl:11])[C:3]=1[C:4]([OH:6])=O.[CH:12]1([CH2:15][CH:16]([C:19]2[CH:20]=[N:21][C:22]([CH3:25])=[N:23][CH:24]=2)[CH2:17][NH2:18])[CH2:14][CH2:13]1>>[Cl:11][C:7]1[CH:8]=[CH:9][CH:10]=[C:2]([Cl:1])[C:3]=1[C:4]([NH:18][CH2:17][CH:16]([C:19]1[CH:24]=[N:23][C:22]([CH3:25])=[N:21][CH:20]=1)[CH2:15][CH:12]1[CH2:14][CH2:13]1)=[O:6]. Procedure: From 2,6-dichlorobenzoic acid and 3-cyclopropyl-2-(2-methylpyrimidin-5-yl)propan-1-amine. LCMS (MH+): m/z=364.1, tR (minutes, Method G)=2.43 Starting materials: ( 5 ), C(N)(=O)C(CCC(=O)O)(CCC(=O)O)C1=CC=CC=C1 (γ-carbamoyl-γ-phenylpimelic acid). Solvent: S(O)(O)(=O)=O (sulfuric acid). The product is N1C(C2(CCC1=O)CCC(C1=CC=CC=C12)=O)=O (2,3-dihydrospiro-[naphthalene-1(4H),3'-piperidine]-2',4,6'-trione). Isolated yield 34.5%. RXN SMILES: [C:1]([C:4]([C:15]1[CH:20]=[CH:19][CH:18]=[CH:17][CH:16]=1)([CH2:10][CH2:11][C:12]([OH:14])=O)[CH2:5][CH2:6][C:7]([OH:9])=O)(=[O:3])[NH2:2]>S(=O)(=O)(O)O>[NH:2]1[C:12](=[O:14])[CH2:11][CH2:10][C:4]2([C:15]3[C:20](=[CH:19][CH:18]=[CH:17][CH:16]=3)[C:7](=[O:9])[CH2:6][CH2:5]2)[C:1]1=[O:3]. Procedure details: Five (5) grams (0.0179 M) of γ-carbamoyl-γ-phenylpimelic acid prepared by the method of Koelsch, J. Org. Chem., 25, 164 (1960), in 100 ml of concentrated sulfuric acid were heated on a steam bath for two hours. The cooled reaction mixture was poured with stirring into crushed ice. The separated solid was washed with sodium bicarbonate solution. Recrystallization from 30 ml of acetone solution (treated with activated charcoal) gave 1.5 grams (34.5%) of 2,3-dihydrospiro-[naphthalene-1(4H),3'-piper... Starting materials: CC1(CCCCC1)C(O)C1=CNC2=NC=C(N=C21)C2=CC(=C(C(=C2)OC)OC)OC ((1-methyl-cyclohexyl)-[2-(3,4,5-trimethoxy-phenyl)-5H-pyrrolo[2,3-b]pyrazin-7-yl]-methanol), CC(=O)OI1(C=2C=CC=CC2C(=O)O1)(OC(=O)C)OC(=O)C (Dess-Martin periodinane). Run in ClCCl (dichloromethane). Conditions: time 2 hour. The product is CC1(CCCCC1)C(=O)C1=CNC2=NC=C(N=C21)C2=CC(=C(C(=C2)OC)OC)OC ((1-methyl-cyclohexyl)-[2-(3,4,5-trimethoxy-phenyl)-5H-pyrrolo[2,3-b]pyrazin-7-yl]-methanone). The yield is 22.4%. Reaction SMILES: [CH3:1][C:2]1([CH:8]([C:10]2[C:18]3[C:13](=[N:14][CH:15]=[C:16]([C:19]4[CH:24]=[C:23]([O:25][CH3:26])[C:22]([O:27][CH3:28])=[C:21]([O:29][CH3:30])[CH:20]=4)[N:17]=3)[NH:12][CH:11]=2)[OH:9])[CH2:7][CH2:6][CH2:5][CH2:4][CH2:3]1.CC(OI1(OC(C)=O)(OC(C)=O)OC(=O)C2C=CC=CC1=2)=O>ClCCl>[CH3:1][C:2]1([C:8]([C:10]2[C:18]3[C:13](=[N:14][CH:15]=[C:16]([C:19]4[CH:20]=[C:21]([O:29][CH3:30])[C:22]([O:27][CH3:28])=[C:23]([O:25][CH3:26])[CH:24]=4)[N:17]=3)[NH:12][CH:11]=2)=[O:9])[CH2:3][CH2:4][CH2:5][CH2:6][CH2:7]1. Procedure details: To a solution of (1-methyl-cyclohexyl)-[2-(3,4,5-trimethoxy-phenyl)-5H-pyrrolo[2,3-b]pyrazin-7-yl]-methanol (81 mg, 0.196 mmol) in dichloromethane (6 ml) was added Dess-Martin periodinane (125 mg, 0.295 mmol). The reaction mixture was allowed to stir at room temperature for 2 hours. The reaction mixture was partitioned between dichloromethane and 2:1 saturated aqueous NaHCO3:10% aqueous Na2S2O3. The organic layers were collected, dried over Na2SO4, filtered, and concentrated. The residue was pur... The reactants are CN(C)C=O, COC(=O)CCc1ccc(OCc2ccc(CCl)cc2)cc1, Cl, [H-], [Na+], FC(F)(F)c1ccc(-c2cc(C=Cc3ccccc3)[nH]n2)cc1. Product: COC(=O)CCc1ccc(OCc2ccc(Cn3nc(-c4ccc(C(F)(F)F)cc4)cc3C=Cc3ccccc3)cc2)cc1. RXN SMILES: [CH3:49][N:50]([CH3:51])[CH:52]=[O:53].[Cl:26][CH2:27][c:28]1[cH:29][cH:30][c:31]([CH2:32][O:33][c:34]2[cH:35][cH:36][c:37]([CH2:40][CH2:41][C:42](=[O:43])[O:44][CH3:45])[cH:38][cH:39]2)[cH:46][cH:47]1.[ClH:48].[H-:24].[Na+:25].[c:1]1([CH:7]=[CH:8][c:9]2[cH:10][c:11](-[c:14]3[cH:15][cH:16][c:17]([C:20]([F:21])([F:22])[F:23])[cH:18][cH:19]3)[n:12][nH:13]2)[cH:2][cH:3][cH:4][cH:5][cH:6]1>>[c:1]1([CH:7]=[CH:8][c:9]2[cH:10][c:11](-[c:14]3[cH:15][cH:16][c:17]([C:20]([F:21])([F:22])[F:23])[cH:18][cH:19]3)[n:12][n:13]2[CH2:27][c:28]2[cH:29][cH:30][c:31]([CH2:32][O:33][c:34]3[cH:35][cH:36][c:37]([CH2:40][CH2:41][C:42](=[O:43])[O:44][CH3:45])[cH:38][cH:39]3)[cH:46][cH:47]2)[cH:2][cH:3][cH:4][cH:5][cH:6]1. Reactants: COS(=O)(=O)OC, CCc1[nH]n(C2CCCC2)c2nc(=S)[nH]c(=O)c1-2, [K+], [K+], O=C([O-])[O-], CN(C)C=O, O. Yields the product CCc1[nH]n(C2CCCC2)c2nc(SC)nc(=O)c1-2. As a reaction SMILES: [CH3:30][O:31][S:32]([O:33][CH3:34])(=[O:35])=[O:36].[CH:1]1([n:6]2[nH:7][c:8]([CH2:17][CH3:18])[c:9]3[c:14](=[O:15])[nH:13][c:12](=[S:16])[n:11][c:10]2-3)[CH2:2][CH2:3][CH2:4][CH2:5]1.[K+:24].[K+:25].[O-:26][C:27]([O-:28])=[O:29].[O:19]=[CH:20][N:21]([CH3:22])[CH3:23].[OH2:37]>>[CH:1]1([n:6]2[nH:7][c:8]([CH2:17][CH3:18])[c:9]3[c:14](=[O:15])[n:13][c:12]([S:16][CH3:20])[n:11][c:10]2-3)[CH2:2][CH2:3][CH2:4][CH2:5]1. The reactants are BrC=1CC2=CC=CC=C2C1 (2-bromoindene), [Mg] (magnesium). Solvent: O1CCCC1 (tetrahydrofuran). The product is C1C=CC2=CC=CC=C12.Br[Mg] (Bromomagnesium indene). As a reaction SMILES: [Br:1][C:2]1[CH2:3][C:4]2[C:9]([CH:10]=1)=[CH:8][CH:7]=[CH:6][CH:5]=2.[Mg:11]>O1CCCC1>[CH2:10]1[C:9]2[C:4](=[CH:5][CH:6]=[CH:7][CH:8]=2)[CH:3]=[CH:2]1.[Br:1][Mg:11] |f:3.4|. Procedure details: Bromomagnesium indene was prepared by reacting 3.1 g (15.9 mmol) of 2-bromoindene and 1.6 g of magnesium in 50 ml of tetrahydrofuran in a nitrogen stream. The reactants are Clc1ccc(N2CCNCC2)cc1, O=C1NCC(CCCl)O1. Yields the product O=C1NCC(CCN2CCN(c3ccc(Cl)cc3)CC2)O1. RXN SMILES: [Cl:10][c:11]1[cH:12][cH:13][c:14]([N:17]2[CH2:18][CH2:19][NH:20][CH2:21][CH2:22]2)[cH:15][cH:16]1.[Cl:1][CH2:2][CH2:3][CH:4]1[CH2:5][NH:6][C:7](=[O:9])[O:8]1>>[CH2:2]([CH2:3][CH:4]1[CH2:5][NH:6][C:7](=[O:9])[O:8]1)[N:20]1[CH2:19][CH2:18][N:17]([c:14]2[cH:13][cH:12][c:11]([Cl:10])[cH:16][cH:15]2)[CH2:22][CH2:21]1. Starting materials: ice, NC1=C(C2=C(S1)C=CC=C2)C#N (2-amino-benzo[b]thiophene-3-carbonitrile), FC1=C(C=C(C=C1)C(F)(F)F)[N+](=O)[O-] (1-Fluoro-2-nitro-4-trifluoromethyl-benzene), [OH-].[Li+] (lithium hydroxide), O (water). Run in CS(=O)C (dimethylsulfoxide), ClCCl (dichloromethane). Run at time 30 minute. Yields the product [N+](=O)([O-])C1=C(C=CC(=C1)C(F)(F)F)NC1=C(C2=C(S1)C=CC=C2)C#N (2-(2-Nitro-4-trifluoromethyl-phenylamino)-benzo[b]thiophene-3-carbonitrile). Isolated yield 63.4%. As a reaction SMILES: [NH2:1][C:2]1[S:6][C:5]2[CH:7]=[CH:8][CH:9]=[CH:10][C:4]=2[C:3]=1[C:11]#[N:12].F[C:14]1[CH:19]=[CH:18][C:17]([C:20]([F:23])([F:22])[F:21])=[CH:16][C:15]=1[N+:24]([O-:26])=[O:25].[OH-].[Li+].O>CS(C)=O.ClCCl>[N+:24]([C:15]1[CH:16]=[C:17]([C:20]([F:21])([F:22])[F:23])[CH:18]=[CH:19][C:14]=1[NH:1][C:2]1[S:6][C:5]2[CH:7]=[CH:8][CH:9]=[CH:10][C:4]=2[C:3]=1[C:11]#[N:12])([O-:26])=[O:25] |f:2.3|. Procedure details: Combine 2-amino-benzo[b]thiophene-3-carbonitrile (3.48 g, 20.0 mmol), 1-Fluoro-2-nitro-4-trifluoromethyl-benzene (4.31 g, 20.0 mmol), and lithium hydroxide (0.958 g, 40.0 mmol) in anhydrous dimethylsulfoxide (50 mL), and heat at 55° C. for 2 hours. Cool to ambient temperature, pour into a beaker filled with ice/deionized water (50 mL), and stir for 30 minutes. Add deionized water and dichloromethane and then separate the organic layer. Extract the aqueous layer with dichloromethane many times. T... The reactants are OCCC1=NCCC2=CC(=C(C=C12)OC)OC (1-(β-hydroxyethyl)-6,7-dimethoxy-3,4-dihydroisoquinoline), C=O (formaldehyde). The solvent is CO (methanol). Yields the product OCC(C1=NCCC2=CC(=C(C=C12)OC)OC)CO (1-[bis(hydroxymethyl)-methyl]-6,7-dimethoxy-3,4-dihydroisoquinoline). As a reaction SMILES: [OH:1][CH2:2][CH2:3][C:4]1[C:13]2[C:8](=[CH:9][C:10]([O:16][CH3:17])=[C:11]([O:14][CH3:15])[CH:12]=2)[CH2:7][CH2:6][N:5]=1.[CH2:18]=[O:19]>CO>[OH:1][CH2:2][CH:3]([CH2:18][OH:19])[C:4]1[C:13]2[C:8](=[CH:9][C:10]([O:16][CH3:17])=[C:11]([O:14][CH3:15])[CH:12]=2)[CH2:7][CH2:6][N:5]=1. Reported procedure: To 0.01 mole of 1-(β-hydroxyethyl)-6,7-dimethoxy-3,4-dihydroisoquinoline 2 ml of a 37% aqueous formaldehyde solution are added, and the mixture is boiled in 30 ml of methanol for 2 hours. After evaporation the obtained oily residue is triturated with ether. Crystallization of the obtained product from a mixture of acetone and ether affords the desired compound, which has the same spectral characteristics as the product of Example 1. Melting point: 129° to 131 C.°